This data is from the Open Reaction Database (ORD), a public repository of structured organic reaction records. The task is: describe an organic reaction: reactants, conditions, products, and yield As a reaction SMILES: [CH2:1]1[C:13]2[NH:12][C:11]3[C:6](=[CH:7][CH:8]=[CH:9][CH:10]=3)[C:5]=2[CH2:4][CH2:3][CH:2]1[NH2:14].[CH:15](N)=[O:16]>O>[CH2:1]1[C:13]2[NH:12][C:11]3[C:6](=[CH:7][CH:8]=[CH:9][CH:10]=3)[C:5]=2[CH2:4][CH2:3][CH:2]1[NH:14][CH:15]=[O:16]. Yields the product C1C(CCC=2C3=CC=CC=C3NC12)NC=O (N-(1,3,4,9-tetrahydro-2H-carbazol-2-yl)formamide). Starting materials: C1C(CCC=2C3=CC=CC=C3NC12)N (2,3,4,9-tetrahydro-1H-carbazol-2-amine), C(=O)N (formamide). Solvent: O (H2O). Reported procedure: A mixture of 8.90 g (0.048 mol) of 2,3,4,9-tetrahydro-1H-carbazol-2-amine and 65 ml of dry formamide was stirred and heated under N2 for 5 hr at 95°-100° C. The cooled reaction mixture was poured into H2O, and the precipitated gum extracted with CHCl3. The combined extracts were washed with 0.1 N HCl, 5% aqueous NaHCO3, and H2O, and dried. Et2O-trituration of the residue remaining after evaporation of the CHCl3 gave a tan solid, 8.58 g, mp 123°-126°. For analysis, it was necessary to dry the rec... The solvent is C(C)(=O)OCC (ethyl acetate). Reported procedure: (1-methyl-1H-pyrrol-2-yl)methylamine (65 mg) and (2-isothiocyanatoethyl)benzene (100 mg) were dissolved in ethyl acetate (20 ml) and the solution was stirred for 12 hours. After the completion of the reaction, the resulting mixture was purified by column-chromatography (ethyl acetate/hexane=1/3) to yield the compound 17-3 (97 mg, 60%) as a brown liquid. The product is CN1C(=CC=C1)CNC(=S)NCCC1=CC=CC=C1 (1-(1-methyl-1H-pyrrol-2-ylmethyl)-3-phenethylthiourea). As a reaction SMILES: [CH3:1][N:2]1[CH:6]=[CH:5][CH:4]=[C:3]1[CH2:7][NH2:8].[N:9]([CH2:12][CH2:13][C:14]1[CH:19]=[CH:18][CH:17]=[CH:16][CH:15]=1)=[C:10]=[S:11]>C(OCC)(=O)C>[CH3:1][N:2]1[CH:6]=[CH:5][CH:4]=[C:3]1[CH2:7][NH:8][C:10]([NH:9][CH2:12][CH2:13][C:14]1[CH:19]=[CH:18][CH:17]=[CH:16][CH:15]=1)=[S:11]. Starting materials: CN1C(=CC=C1)CN ((1-methyl-1H-pyrrol-2-yl)methylamine), N(=C=S)CCC1=CC=CC=C1 ((2-isothiocyanatoethyl)benzene). Yield: 60.1%. Reaction conditions: time 12 hour. The reactants are ClC=1C=C(C=CC1Cl)C1(C(NC(CC1)=O)=O)CCC(=O)O (3-[3-(3,4-dichlorophenyl)-2,6-dioxopiperidin-3-yl]propionic acid), CN(C)C=O (DMF), S(=O)(Cl)Cl (thionyl chloride). The solvent is C1(=CC=CC=C1)C (toluene). Conditions: temperature 60 celsius. Product: ClC=1C=C(C=CC1Cl)C1(C(NC(CC1)=O)=O)CCC(=O)Cl (3-[3-(3,4-Dichlorophenyl)-2,6-dioxopiperidin-3-yl]propionic acid chloride). RXN SMILES: [Cl:1][C:2]1[CH:3]=[C:4]([C:9]2([CH2:17][CH2:18][C:19]([OH:21])=O)[CH2:14][CH2:13][C:12](=[O:15])[NH:11][C:10]2=[O:16])[CH:5]=[CH:6][C:7]=1[Cl:8].CN(C=O)C.S(Cl)([Cl:29])=O>C1(C)C=CC=CC=1>[Cl:1][C:2]1[CH:3]=[C:4]([C:9]2([CH2:17][CH2:18][C:19]([Cl:29])=[O:21])[CH2:14][CH2:13][C:12](=[O:15])[NH:11][C:10]2=[O:16])[CH:5]=[CH:6][C:7]=1[Cl:8]. Procedure: Under a nitrogen atmosphere, 20 g of 3-[3-(3,4-dichlorophenyl)-2,6-dioxopiperidin-3-yl]propionic acid, 200 ml of toluere and 0.5 ml of DMF are mixed. The medium is heated to 60° C and 14.9 g of thionyl chloride and 40 ml of toluene are introduced dropwise. The stirring is maintained for 5 hours at 60° C. The toluene and the excess thionyl chloride are evaporated off and then the reaction medium is dried in an oven (40° C.) overnight.